Dataset: the Open Reaction Database (ORD), a public repository of structured organic reaction records. Task: describe an organic reaction: reactants, conditions, products, and yield Isolated yield 81.0%. Reactants: COC(=O)C1=NC=C(N=C1)NCC=1C(=NOC1C)C1=CC=CC=C1 (5-[(5-methyl-3-phenyl-isoxazol-4-ylmethyl)-amino]-pyrazine-2-carboxylic acid methyl ester), NC1CCOCC1 (4-aminotetrahydropyran). Product: O1CCC(CC1)NC(=O)C1=NC=C(N=C1)NCC=1C(=NOC1C)C1=CC=CC=C1 (5-[(5-Methyl-3-phenyl-isoxazol-4-ylmethyl)-amino]-pyrazine-2-carboxylic acid (tetrahydro-pyran-4-yl)-amide). As a reaction SMILES: CO[C:3]([C:5]1[CH:10]=[N:9][C:8]([NH:11][CH2:12][C:13]2[C:14]([C:19]3[CH:24]=[CH:23][CH:22]=[CH:21][CH:20]=3)=[N:15][O:16][C:17]=2[CH3:18])=[CH:7][N:6]=1)=[O:4].[NH2:25][CH:26]1[CH2:31][CH2:30][O:29][CH2:28][CH2:27]1>>[O:29]1[CH2:30][CH2:31][CH:26]([NH:25][C:3]([C:5]2[CH:10]=[N:9][C:8]([NH:11][CH2:12][C:13]3[C:14]([C:19]4[CH:20]=[CH:21][CH:22]=[CH:23][CH:24]=4)=[N:15][O:16][C:17]=3[CH3:18])=[CH:7][N:6]=2)=[O:4])[CH2:27][CH2:28]1. Procedure: As described for example 9b, 5-[(5-methyl-3-phenyl-isoxazol-4-ylmethyl)-amino]-pyrazine-2-carboxylic acid methyl ester (650 mg, 2 mmol) was converted, using 4-aminotetrahydropyran instead of isopropylamine, to the title compound (640 mg, 81%) which was obtained as a white solid. MS: m/e=350.4 [M+H]+. Yield: 36.9%. Reported procedure: 11 mg (0.042 mmol) of 5-amino-3-methyl-1-(3-nonyl)-1H-pyrazole-4-carboxamide and 37 mg (0.167 mmol) of methyl 3-ethoxycarbonylphenylacetate are refluxed for 6 hours in 0.5 ml of a 0.5M ethanolic sodium ethoxide solution. After dichloromethane and saturated aqueous sodium hydrogen carbonate solution have been added, the phases are separated. Purification by chromatography gives 6.8 mg (37%) of a solid, Rf=0.47 (dichloromethane/methanol=15:1). Reaction SMILES: [NH2:1][C:2]1[N:6]([CH:7]([CH2:10][CH2:11][CH2:12][CH2:13][CH2:14][CH3:15])[CH2:8][CH3:9])[N:5]=[C:4]([CH3:16])[C:3]=1[C:17]([NH2:19])=[O:18].[CH2:20]([O:22][C:23]([C:25]1[CH:26]=[C:27]([CH2:31][C:32](OC)=O)[CH:28]=[CH:29][CH:30]=1)=[O:24])[CH3:21].[O-]CC.[Na+].C(=O)([O-])O.[Na+]>ClCCl>[CH2:20]([O:22][C:23]([C:25]1[CH:26]=[C:27]([CH:28]=[CH:29][CH:30]=1)[CH2:31][C:32]1[NH:19][C:17](=[O:18])[C:3]2[C:4]([CH3:16])=[N:5][N:6]([CH:7]([CH2:10][CH2:11][CH2:12][CH2:13][CH2:14][CH3:15])[CH2:8][CH3:9])[C:2]=2[N:1]=1)=[O:24])[CH3:21] |f:2.3,4.5|. Product: C(C)OC(=O)C=1C=C(CC=2NC(C3=C(N2)N(N=C3C)C(CC)CCCCCC)=O)C=CC1 (6-(3-ethoxycarbonyl-benzyl)-1-(3-nonyl)-3-methyl-1,5-dihydro-pyrazolo[3,4-d]pyrimidin-4-one). Starting materials: NC1=C(C(=NN1C(CC)CCCCCC)C)C(=O)N (5-amino-3-methyl-1-(3-nonyl)-1H-pyrazole-4-carboxamide), C(C)OC(=O)C=1C=C(C=CC1)CC(=O)OC (methyl 3-ethoxycarbonylphenylacetate), [O-]CC.[Na+] (sodium ethoxide), C(O)([O-])=O.[Na+] (sodium hydrogen carbonate). Solvent: ClCCl (dichloromethane).